From a dataset of the Open Reaction Database (ORD), a public repository of structured organic reaction records. describe an organic reaction: reactants, conditions, products, and yield Starting materials: C1CCOC1, O=C1c2ccccc2S(=O)(=O)N1CCl, O=[N+]([O-])c1ccc([O-])cc1, [Na+]. The product is O=C1c2ccccc2S(=O)(=O)N1COc1ccc([N+](=O)[O-])cc1. RXN SMILES: [CH2:26]1[O:27][CH2:28][CH2:29][CH2:30]1.[Cl:1][CH2:2][N:3]1[S:4](=[O:5])(=[O:6])[c:7]2[cH:8][cH:9][cH:10][cH:11][c:12]2[C:13]1=[O:14].[N+:15](=[O:16])([O-:17])[c:18]1[cH:19][cH:20][c:21]([O-:22])[cH:23][cH:24]1.[Na+:25]>>[CH2:2]([N:3]1[S:4](=[O:5])(=[O:6])[c:7]2[cH:8][cH:9][cH:10][cH:11][c:12]2[C:13]1=[O:14])[O:22][c:21]1[cH:20][cH:19][c:18]([N+:15](=[O:16])[O-:17])[cH:24][cH:23]1. Starting materials: C(C)(C)(C)OC(=O)N1CCC(CC1)(CC1=C(C=CC=C1)C)N (N-t-butoxycarbonyl-4-amino-4-(2-methylbenzyl)piperidine), C(C)(=O)OC(C)=O (acetic anhydride), N1=CC=CC=C1 (pyridine). The solvent is C(Cl)Cl (CH2Cl2). Reaction conditions: time 8 hour. The product is C(C)(C)(C)OC(=O)N1CCC(CC1)(CC1=C(C=CC=C1)C)NC(C)=O (N-t-butoxycarbonyl-4-acetamido-4-(2-methylbenzyl)piperidine). Reaction SMILES: [C:1]([O:5][C:6]([N:8]1[CH2:13][CH2:12][C:11]([NH2:22])([CH2:14][C:15]2[CH:20]=[CH:19][CH:18]=[CH:17][C:16]=2[CH3:21])[CH2:10][CH2:9]1)=[O:7])([CH3:4])([CH3:3])[CH3:2].[C:23](OC(=O)C)(=[O:25])[CH3:24].N1C=CC=CC=1>C(Cl)Cl>[C:1]([O:5][C:6]([N:8]1[CH2:9][CH2:10][C:11]([NH:22][C:23](=[O:25])[CH3:24])([CH2:14][C:15]2[CH:20]=[CH:19][CH:18]=[CH:17][C:16]=2[CH3:21])[CH2:12][CH2:13]1)=[O:7])([CH3:4])([CH3:3])[CH3:2]. Procedure details: A mixture of N-t-butoxycarbonyl-4-amino-4-(2-methylbenzyl)piperidine (305 mg, 1.0 mmol), acetic anhydride (0.38 ml, 4.0 mmol), and pyridine (0.1 ml, 1.2 mmol) in CH2Cl2 is stirred at room temp. overnight. Then concentrate the reaction mixture in vacuo and purify the residue by column chromatography on silica to afford the product. Reactants: CN(C(=O)C=1C=2CCC(OC2C2=C(N(C(=N2)C)C)C1)C1=CC=CC=C1)C (racemic 2,3-dimethyl-8-phenyl-3,6,7,8-tetrahydro-chromeno[7,8-d]imidazole-5-carboxylic acid dimethylamide), CCCCCCC.C(C)O.C(C)NCC (n-heptan ethanol diethylamine). Product: CN(C(=O)C=1C=2CC[C@H](OC2C2=C(N(C(=N2)C)C)C1)C1=CC=CC=C1)C ((8S)-2,3-Dimethyl-8-phenyl-3,6,7,8-tetrahydro-chromeno[7,8-d]imidazole-5-carboxylic Acid Dimethylamide). Reaction SMILES: [CH3:1][N:2]([CH3:26])[C:3]([C:5]1[C:6]2[CH2:7][CH2:8][CH:9]([C:20]3[CH:25]=[CH:24][CH:23]=[CH:22][CH:21]=3)[O:10][C:11]=2[C:12]2[N:16]=[C:15]([CH3:17])[N:14]([CH3:18])[C:13]=2[CH:19]=1)=[O:4].CCCCCCC.C(O)C.C(NCC)C>>[CH3:26][N:2]([CH3:1])[C:3]([C:5]1[C:6]2[CH2:7][CH2:8][C@@H:9]([C:20]3[CH:21]=[CH:22][CH:23]=[CH:24][CH:25]=3)[O:10][C:11]=2[C:12]2[N:16]=[C:15]([CH3:17])[N:14]([CH3:18])[C:13]=2[CH:19]=1)=[O:4] |f:1.2.3|. Reported procedure: Resolution of racemic 2,3-dimethyl-8-phenyl-3,6,7,8-tetrahydro-chromeno[7,8-d]imidazole-5-carboxylic acid dimethylamide (0.5 g, 1.4 mmol) was achieved by preparative chromatography using a 275×110 mm CHIRALPAK® AS-V 20 μm column. The mobile phase consisted of a n-heptan/ethanol/diethylamine mixture [95/5/0.1 (v/v/v)]. The separation was performed at room temperature with a flow rate of 1 ml/min. The products were detected at a wavelength of 225 nm. The separation afforded 0.19 g (39%; ee 98.9%) ... Reactants: N=1N2C(C=NC1)=CC=C2 (pyrrolo[2,1-f][1,2,4]triazine), COC1=C(C=CC=C1)C1=CC=C2C=NC(=NN21)NC2=C(C=C(C=C2)C2CCNCC2)OC ([7-(2-methoxy-phenyl)-pyrrolo[2,1-f][1,2,4]triazin-2-yl]-(2-methoxy-4-piperidin-4-yl-phenyl)-amine), O1CC(C1)=O (oxetan-3-one), C(#N)[BH3-].[Na+] (Sodium cyanoborohydride). Solvent: CN(C=O)C (N,N-dimethylformamide), C(C)(=O)O (Acetic acid), CO (Methanol). Run at temperature 0 celsius, time 10 hour. Yields the product COC1=C(C=CC(=C1)C1CCN(CC1)C1COC1)NC1=NN2C(C=N1)=CC=C2C2=C(C=CC=C2)OC ([2-methoxy-4-(1-oxetan-3-yl-piperidin-4-yl)-phenyl]-[7-(2-methoxy-phenyl)-pyrrolo[2,1-f][1,2,4]triazin-2-yl]-amine). Yield: 58.8%. Reaction SMILES: [CH3:1][O:2][C:3]1[CH:8]=[CH:7][CH:6]=[CH:5][C:4]=1[C:9]1[N:17]2[C:12]([CH:13]=[N:14][C:15]([NH:18][C:19]3[CH:24]=[CH:23][C:22]([CH:25]4[CH2:30][CH2:29][NH:28][CH2:27][CH2:26]4)=[CH:21][C:20]=3[O:31][CH3:32])=[N:16]2)=[CH:11][CH:10]=1.[O:33]1[CH2:36][C:35](=O)[CH2:34]1.C([BH3-])#N.[Na+].N1N2C=CC=C2C=NC=1>CN(C)C=O.C(O)(=O)C.CO>[CH3:32][O:31][C:20]1[CH:21]=[C:22]([CH:25]2[CH2:30][CH2:29][N:28]([CH:35]3[CH2:36][O:33][CH2:34]3)[CH2:27][CH2:26]2)[CH:23]=[CH:24][C:19]=1[NH:18][C:15]1[N:14]=[CH:13][C:12]2=[CH:11][CH:10]=[C:9]([C:4]3[CH:5]=[CH:6][CH:7]=[CH:8][C:3]=3[O:2][CH3:1])[N:17]2[N:16]=1 |f:2.3|. Procedure details: To [7-(2-methoxy-phenyl)-pyrrolo[2,1-f][1,2,4]triazin-2-yl]-(2-methoxy-4-piperidin-4-yl-phenyl)-amine (60.00 mg, 0.140 mmol) in N,N-dimethylformamide (0.52 mL)/Methanol (2.00 mL)/Acetic acid (0.26 mL) was added oxetan-3-one (30.06 mg, 0.417 mmol) and the reaction mixture was cooled to 0° C. Sodium cyanoborohydride (43.64 mg, 0.695 mmol) was added and the reaction was heated at 60° C. overnight, and then at room temperature in air for 10 h to re-aromatize the pyrrolo[2,1-f][1,2,4]triazine core, w... The reactants are [Cl-].O[NH3+] (hydroxylammonium chloride), C(O)([O-])=O.[Na+] (sodium hydrogencarbonate), N,N′-carbonyldiimidazole, N12CCCCCC2=NCCC1 (1,8-diazabicyclo[5.4.0]undec-7-ene), C(C)C1=CC2=C(N(C(N2CC2=CC=C(C=C2)F)=O)CC2=CC=C(C=C2)C=2C(=CC=CC2)C#N)S1 (4′-{[5-ethyl-1-(4-fluorobenzyl)-2-oxo-1,2-dihydro-3H-thieno[2,3-d]imidazol-3-yl]methyl}biphenyl-2-carbonitrile). Solvent: C(Cl)(Cl)Cl (chloroform), CS(=O)C (dimethyl sulfoxide), C(Cl)Cl (methylene chloride), C(Cl)(Cl)Cl (chloroform). Conditions: temperature 40 celsius, time 30 minute. Yields the product C(C)C1=CC2=C(N(C(N2CC2=CC=C(C=C2)F)=O)CC2=CC=C(C=C2)C2=C(C=CC=C2)C2=NOC(N2)=O)S1 (5-ethyl-1-(4-fluorobenzyl)-3-{[2′-(5-oxo-4,5-dihydro-1,2,4-oxadiazol-3-yl)biphenyl-4-yl]methyl}-1,3-dihydro-2H-thieno[2,3-d]imidazol-2-one). Yield: 29.0%. Reaction SMILES: [Cl-].O[NH3+].[C:4](=[O:7])([O-])[OH:5].[Na+].[CH2:9]([C:11]1[S:42][C:14]2[N:15]([CH2:27][C:28]3[CH:33]=[CH:32][C:31]([C:34]4[C:35]([C:40]#[N:41])=[CH:36][CH:37]=[CH:38][CH:39]=4)=[CH:30][CH:29]=3)[C:16](=[O:26])[N:17]([CH2:18][C:19]3[CH:24]=[CH:23][C:22]([F:25])=[CH:21][CH:20]=3)[C:13]=2[CH:12]=1)[CH3:10].[N:43]12CCCN=C1CCCCC2>C(Cl)(Cl)Cl.C(Cl)Cl.CS(C)=O>[CH2:9]([C:11]1[S:42][C:14]2[N:15]([CH2:27][C:28]3[CH:33]=[CH:32][C:31]([C:34]4[CH:39]=[CH:38][CH:37]=[CH:36][C:35]=4[C:40]4[NH:43][C:4](=[O:7])[O:5][N:41]=4)=[CH:30][CH:29]=3)[C:16](=[O:26])[N:17]([CH2:18][C:19]3[CH:20]=[CH:21][C:22]([F:25])=[CH:23][CH:24]=3)[C:13]=2[CH:12]=1)[CH3:10] |f:0.1,2.3|. Procedure details: A mixture of hydroxylammonium chloride (0.44 g), sodium hydrogencarbonate (0.65 g) and dimethyl sulfoxide (20 mL) was stirred at 40° C. for 30 min, 4′-{[5-ethyl-1-(4-fluorobenzyl)-2-oxo-1,2-dihydro-3H-thieno[2,3-d]imidazol-3-yl]methyl}biphenyl-2-carbonitrile (0.36 g) was added, and the mixture was stirred at 90° C. for 16 hr. The reaction mixture was diluted with chloroform, washed successively with water and saturated brine, and dried over anhydrous magnesium sulfate. The solvent was evaporated... Starting materials: O (Water), N,N'-Carbonyldiimidazole, C(C=C)OC1=CC(C(=O)O)=NC2=CC=CC=C12 (4-allyloxyquinaldic acid), NC1=NN=NN1 (5-Aminotetrazole). Run in CN(C=O)C (dimethylformamide). Run at time 1 hour. The product is C(C=C)OC1=CC(C(=O)NC2=NN=NN2)=NC2=CC=CC=C12 (4-Allyloxy-N(1H-tetrazol- 5-yl)quinaldamide). Reaction SMILES: [CH2:1]([O:4][C:5]1[C:17]2[C:12](=[CH:13][CH:14]=[CH:15][CH:16]=2)[N:11]=[C:7]([C:8](O)=[O:9])[CH:6]=1)[CH:2]=[CH2:3].[NH2:18][C:19]1[NH:23][N:22]=[N:21][N:20]=1.O>CN(C)C=O>[CH2:1]([O:4][C:5]1[C:17]2[C:12](=[CH:13][CH:14]=[CH:15][CH:16]=2)[N:11]=[C:7]([C:8]([NH:18][C:19]2[NH:23][N:22]=[N:21][N:20]=2)=[O:9])[CH:6]=1)[CH:2]=[CH2:3]. Reported procedure: N,N'-Carbonyldiimidazole (1.27 g) and 4-allyloxyquinaldic acid (1.2 g) in dimethylformamide (30 ml) were heated at 100° for 4 hours. 5-Aminotetrazole (1.33 g) was added and the mixture was stirred at 100° for 1 hour and cooled. Water (30 ml) was added and the solid was collected and dissolved in hot aqueous dimethylaminoethanol (15 ml, 5%). The solution was filtered and the filtrate was acidified with glacial acetic acid. 4-Allyloxy-N(1H-tetrazol- 5-yl)quinaldamide was collected and dried, m.p. ...